Dataset: the Open Reaction Database (ORD), a public repository of structured organic reaction records. Task: describe an organic reaction: reactants, conditions, products, and yield Starting materials: CCOC(=O)C1(CI)CCN(C(=O)c2ccc(OC)cc2)C1, N#Cc1ccc(-c2ccc(O)cc2)cc1. Product: CCOC(=O)C1(COc2ccc(-c3ccc(C#N)cc3)cc2)CCN(C(=O)c2ccc(OC)cc2)C1. RXN SMILES: [CH2:16]([CH3:17])[O:18][C:19](=[O:20])[C:21]1([CH2:36][I:37])[CH2:22][N:23]([C:26]([c:27]2[cH:28][cH:29][c:30]([O:33][CH3:34])[cH:31][cH:32]2)=[O:35])[CH2:24][CH2:25]1.[OH:1][c:2]1[cH:3][cH:4][c:5](-[c:8]2[cH:9][cH:10][c:11]([C:14]#[N:15])[cH:12][cH:13]2)[cH:6][cH:7]1>>[O:1]([c:2]1[cH:3][cH:4][c:5](-[c:8]2[cH:9][cH:10][c:11]([C:14]#[N:15])[cH:12][cH:13]2)[cH:6][cH:7]1)[CH2:36][C:21]1([C:19]([O:18][CH2:16][CH3:17])=[O:20])[CH2:22][N:23]([C:26]([c:27]2[cH:28][cH:29][c:30]([O:33][CH3:34])[cH:31][cH:32]2)=[O:35])[CH2:24][CH2:25]1. Run at temperature 40 celsius, time 8 hour. Procedure details: A mixture of {5-fluoro-3-[3-(4-fluorobenzenesulfonyl)thiophen-2-ylmethyl]-2-methylindol-1-yl}acetic acid methyl ester (0.17 g), tetrahydrofuran (2.0 mL) and methanol (1.0 mL) was treated with 5.0 M aqueous sodium hydroxide solution (1.5 mL), and the resulting mixture was stirred at 40° C. overnight. The mixture was acidified by the addition of 5.0 M aqueous hydrochloric acid solution and concentrated to low bulk under reduced pressure. The resulting precipitate was collected by filtration, washe... Solvent: CO (methanol). Yield: 66.7%. Product: FC=1C=C2C(=C(N(C2=CC1)CC(=O)O)C)CC=1SC=CC1S(=O)(=O)C1=CC=C(C=C1)F ({5-fluoro-3-[3-(4-fluorobenzenesulfonyl)thiophen-2-ylmethyl]-2-methylindol-1-yl}acetic acid). RXN SMILES: C[O:2][C:3](=[O:32])[CH2:4][N:5]1[C:13]2[C:8](=[CH:9][C:10]([F:14])=[CH:11][CH:12]=2)[C:7]([CH2:15][C:16]2[S:17][CH:18]=[CH:19][C:20]=2[S:21]([C:24]2[CH:29]=[CH:28][C:27]([F:30])=[CH:26][CH:25]=2)(=[O:23])=[O:22])=[C:6]1[CH3:31].O1CCCC1.[OH-].[Na+].Cl>CO>[F:14][C:10]1[CH:9]=[C:8]2[C:13](=[CH:12][CH:11]=1)[N:5]([CH2:4][C:3]([OH:32])=[O:2])[C:6]([CH3:31])=[C:7]2[CH2:15][C:16]1[S:17][CH:18]=[CH:19][C:20]=1[S:21]([C:24]1[CH:25]=[CH:26][C:27]([F:30])=[CH:28][CH:29]=1)(=[O:23])=[O:22] |f:2.3|. Reactants: Cl (hydrochloric acid), COC(CN1C(=C(C2=CC(=CC=C12)F)CC=1SC=CC1S(=O)(=O)C1=CC=C(C=C1)F)C)=O ({5-fluoro-3-[3-(4-fluorobenzenesulfonyl)thiophen-2-ylmethyl]-2-methylindol-1-yl}acetic acid methyl ester), O1CCCC1 (tetrahydrofuran), [OH-].[Na+] (sodium hydroxide). Reactants: CC1=NC(=CC=C1)C (2,6-dimethyl pyridine), C(#N)C1=C(C=O)C=CC=C1 (2-cyanobenzaldehyde). The solvent is C(C)(=O)OC(C)=O (acetic anhydride). The product is CC1=CC=CC(=N1)C=CC1=C(C#N)C=CC=C1 (2-[2-(6-Methyl-pyridin-2-yl)-vinyl]-benzonitrile). As a reaction SMILES: [CH3:1][C:2]1[CH:7]=[CH:6][CH:5]=[C:4]([CH3:8])[N:3]=1.[C:9]([C:11]1[CH:18]=[CH:17][CH:16]=[CH:15][C:12]=1[CH:13]=O)#[N:10]>C(OC(=O)C)(=O)C>[CH3:8][C:4]1[N:3]=[C:2]([CH:1]=[CH:13][C:12]2[CH:15]=[CH:16][CH:17]=[CH:18][C:11]=2[C:9]#[N:10])[CH:7]=[CH:6][CH:5]=1. Procedure details: A solution of 2,6-dimethyl pyridine (5.8 ml, and 50 mMol), and 2-cyanobenzaldehyde (6.81 g, and 52 mMol) in acetic anhydride (9.5 ml) is heated under reflux for 16 hours. The acetic anhydride is then evaporated in vacuo and the residue purified on column chromatography (silica gel 400 g). The column is first eluted with toluene (400 ml) and then with toluene/ethyl acetate 95:5. The fractions containing the desired compound are combined, evaporated in vacuo. The solid residue is recrystallized fr... Starting materials: OBO, CCCCCc1ccc(N)c(Br)c1, O=[N+]([O-])c1ccccc1. Yields the product CCCCCc1ccc(N)c(-c2cccc([N+](=O)[O-])c2)c1. RXN SMILES: [BH:14]([OH:15])[OH:16].[Br:1][c:2]1[c:3]([NH2:4])[cH:5][cH:6][c:7]([CH2:9][CH2:10][CH2:11][CH2:12][CH3:13])[cH:8]1.[N+:17](=[O:18])([O-:19])[c:20]1[cH:21][cH:22][cH:23][cH:24][cH:25]1>>[c:2]1(-[c:24]2[cH:23][cH:22][cH:21][c:20]([N+:17](=[O:18])[O-:19])[cH:25]2)[c:3]([NH2:4])[cH:5][cH:6][c:7]([CH2:9][CH2:10][CH2:11][CH2:12][CH3:13])[cH:8]1. The reactants are C(C)OC(C(C(=O)OCC)NC(CCl)=O)=O ((2-chloroacetamido)-malonic acid diethyl ester), [I-].[Na+] (sodium iodide). Solvent: CC(=O)C (acetone). The product is C(C)OC(C(C(=O)OCC)NC(CI)=O)=O ((2-iodoacetamido)-malonic acid diethyl ester). RXN SMILES: [CH2:1]([O:3][C:4](=[O:16])[CH:5]([NH:11][C:12](=[O:15])[CH2:13]Cl)[C:6]([O:8][CH2:9][CH3:10])=[O:7])[CH3:2].[I-:17].[Na+]>CC(C)=O>[CH2:1]([O:3][C:4](=[O:16])[CH:5]([NH:11][C:12](=[O:15])[CH2:13][I:17])[C:6]([O:8][CH2:9][CH3:10])=[O:7])[CH3:2] |f:1.2|. Procedure: A solution of 5.02 g (0.02 mole) of (2-chloroacetamido)-malonic acid diethyl ester [see Ajay Kumar Bose, J. Indian Chem. Soc. 31, 108-110 (1954)] and 4.50 g (0.03 mole) of sodium iodide in 100 ml of acetone is refluxed for 30 minutes. The reaction mixture is thereupon concentrated in vacuo. Water is added to the residue, and extraction is performed twice with methylene chloride. The organic phase is washed once with diluted aqueous sodium bisulphite solution and twice with saturated sodium chlor... Starting materials: ClC(=O)OC (methyl chloroformate), CCOC(=O)C (EtOAc), C(C)(C)(C)OC(=O)N1[C@H]([C@H](C[C@H]1CC)NCC1=CC(=CC(=C1)C(F)(F)F)C(F)(F)F)CC1=CC=CC=C1 ((2S,3S,5R)-2-benzyl-3-(3,5-bis-trifluoromethyl-benzylamino)-5-ethyl-pyrrolidine-1-carboxylic acid tert-butyl ester), C([O-])([O-])=O.[Cs+].[Cs+] (cesium carbonate), ClC(=O)OC (methyl chloroformate). The solvent is [Cl-].[Na+].O (brine), C(C)#N (acetonitrile). Reaction conditions: temperature 80 celsius, time 3.5 hour. The product is C(C)(C)(C)OC(=O)N1[C@H]([C@H](C[C@H]1CC)N(C(=O)OC)CC1=CC(=CC(=C1)C(F)(F)F)C(F)(F)F)CC1=CC=CC=C1 ((2S,3S,5R)-2-Benzyl-3-[(3,5-bis-trifluoromethyl-benzyl)-methoxycarbonyl-amino]-5-ethyl-pyrrolidine-1-carboxylic acid tert-butyl ester). The yield is 51.8%. RXN SMILES: [C:1]([O:5][C:6]([N:8]1[C@H:12]([CH2:13][CH3:14])[CH2:11][C@H:10]([NH:15][CH2:16][C:17]2[CH:22]=[C:21]([C:23]([F:26])([F:25])[F:24])[CH:20]=[C:19]([C:27]([F:30])([F:29])[F:28])[CH:18]=2)[C@@H:9]1[CH2:31][C:32]1[CH:37]=[CH:36][CH:35]=[CH:34][CH:33]=1)=[O:7])([CH3:4])([CH3:3])[CH3:2].C(=O)([O-])[O-].[Cs+].[Cs+].Cl[C:45]([O:47][CH3:48])=[O:46].CCOC(C)=O>C(#N)C.[Cl-].[Na+].O>[C:1]([O:5][C:6]([N:8]1[C@H:12]([CH2:13][CH3:14])[CH2:11][C@H:10]([N:15]([CH2:16][C:17]2[CH:22]=[C:21]([C:23]([F:25])([F:24])[F:26])[CH:20]=[C:19]([C:27]([F:30])([F:28])[F:29])[CH:18]=2)[C:45]([O:47][CH3:48])=[O:46])[C@@H:9]1[CH2:31][C:32]1[CH:33]=[CH:34][CH:35]=[CH:36][CH:37]=1)=[O:7])([CH3:2])([CH3:3])[CH3:4] |f:1.2.3,7.8.9|. Procedure: To a solution of (2S,3S,5R)-2-benzyl-3-(3,5-bis-trifluoromethyl-benzylamino)-5-ethyl-pyrrolidine-1-carboxylic acid tert-butyl ester (0.0377 mmol; 20 mg) and cesium carbonate (0.113 mmol; 36.8 mg) in acetonitrile (0.38 mL) is added methyl chloroformate (0.0754 mmol; 5.9 mg) at room temperature. The reaction mixture is warmed to 80° C. and stirred for 3.5 hours. Additional methyl chloroformate (0.0754 mmol; 5.9 mg) is added to the mixture, and the mixture is stirred for additional 0.5 hours, and t... The reactants are ClC1=NN=C2N1N=C(C(=C2)C2=CC=C(C=C2)Cl)C2=C(C=CC=C2)Cl (3-chloro-6-(2-chlorophenyl)-7-(4-chlorophenyl)-[1,2,4]triazolo[4,3-b]pyridazine), FC(CO)(F)F (2,2,2-trifluoroethanol), C(C)(C)(C)N=P1(N(CCCN1C)C)N(CC)CC (2-tert-butylimino-2-diethylamino-1,3-dimethyl-perhydro-1,3,2-diazaphosphorine). Run in C1CCOC1 (THF). The product is ClC1=C(C=CC=C1)C=1C(=CC=2N(N1)C(=NN2)OCC(F)(F)F)C2=CC=C(C=C2)Cl (6-(2-chlorophenyl)-7-(4-chlorophenyl)-3-(2,2,2-trifluoroethoxy)-[1,2,4]triazolo[4,3-b]pyridazine). Yield: 68.3%. As a reaction SMILES: Cl[C:2]1[N:6]2[N:7]=[C:8]([C:18]3[CH:23]=[CH:22][CH:21]=[CH:20][C:19]=3[Cl:24])[C:9]([C:11]3[CH:16]=[CH:15][C:14]([Cl:17])=[CH:13][CH:12]=3)=[CH:10][C:5]2=[N:4][N:3]=1.[F:25][C:26]([F:30])([F:29])[CH2:27][OH:28].C(N=P1(N(CC)CC)N(C)CCCN1C)(C)(C)C>C1COCC1>[Cl:24][C:19]1[CH:20]=[CH:21][CH:22]=[CH:23][C:18]=1[C:8]1[C:9]([C:11]2[CH:12]=[CH:13][C:14]([Cl:17])=[CH:15][CH:16]=2)=[CH:10][C:5]2[N:6]([C:2]([O:28][CH2:27][C:26]([F:30])([F:29])[F:25])=[N:3][N:4]=2)[N:7]=1. Procedure details: A mixture 3-chloro-6-(2-chlorophenyl)-7-(4-chlorophenyl)-[1,2,4]triazolo[4,3-b]pyridazine (38 mg, 0.1 mmol), 2,2,2-trifluoroethanol (22 μL, 0.2 mmol), 2-tert-butylimino-2-diethylamino-1,3-dimethyl-perhydro-1,3,2-diazaphosphorine (60 μL, 0.3 mmol) and anhydrous THF (0.5 mL) in a sealed tube was stirred at 70° C. for 3 days. After cooling to room temperature, the reaction mixture was concentrated under reduced pressure. The obtained residue was purified using reverse phase preparative HPLC (Condit... The reactants are COC(=O)Cc1ccc2c(c1)OCO2, ClCCl, Cl[Sn](Cl)(Cl)Cl, Cc1ccc(C(=O)Cl)cc1. Yields the product COC(=O)Cc1cc2c(cc1C(=O)c1ccc(C)cc1)OCO2. RXN SMILES: [CH2:1]1[O:2][c:3]2[cH:4][c:5]([CH2:10][C:11](=[O:12])[O:13][CH3:14])[cH:6][cH:7][c:8]2[O:9]1.[Cl:25][CH2:26][Cl:27].[Cl:28][Sn:29]([Cl:30])([Cl:31])[Cl:32].[c:15]1([CH3:24])[cH:16][cH:17][c:18]([C:21](=[O:22])[Cl:23])[cH:19][cH:20]1>>[CH2:1]1[O:2][c:3]2[cH:4][c:5]([CH2:10][C:11](=[O:12])[O:13][CH3:14])[c:6]([C:21]([c:18]3[cH:17][cH:16][c:15]([CH3:24])[cH:20][cH:19]3)=[O:22])[cH:7][c:8]2[O:9]1. Reactants: CCO, CCOC(=O)CNc1cc(=O)oc2c(OC3CCCC3)c(OC)ccc12, NO. Yields the product COc1ccc2c(NCC(=O)NO)cc(=O)oc2c1OC1CCCC1. RXN SMILES: [CH3:29][CH2:30][OH:31].[CH:3]1([O:8][c:9]2[c:10]([O:27][CH3:28])[cH:11][cH:12][c:13]3[c:14]([NH:20][CH2:21][C:22](=[O:23])[O:24][CH2:25][CH3:26])[cH:15][c:16](=[O:19])[o:17][c:18]23)[CH2:4][CH2:5][CH2:6][CH2:7]1.[NH2:1][OH:2]>>[NH:1]([OH:2])[C:22]([CH2:21][NH:20][c:14]1[c:13]2[cH:12][cH:11][c:10]([O:27][CH3:28])[c:9]([O:8][CH:3]3[CH2:4][CH2:5][CH2:6][CH2:7]3)[c:18]2[o:17][c:16](=[O:19])[cH:15]1)=[O:23].